From a dataset of the Open Reaction Database (ORD), a public repository of structured organic reaction records. describe an organic reaction: reactants, conditions, products, and yield The reactants are COCC(=O)O, Cc1c2c(nc3ccccc13)CCNCC2, [Cl-], c1ccncc1. The product is COCC(=O)N1CCc2nc3ccccc3c(C)c2CC1. As a reaction SMILES: [CH3:18][O:19][CH2:20][C:21](=[O:22])[OH:23].[CH3:1][c:2]1[c:3]2[c:4]([n:5][c:6]3[cH:7][cH:8][cH:9][cH:10][c:11]13)[CH2:12][CH2:13][NH:14][CH2:15][CH2:16]2.[Cl-:17].[cH:24]1[cH:25][cH:26][n:27][cH:28][cH:29]1>>[CH3:1][c:2]1[c:3]2[c:4]([n:5][c:6]3[cH:7][cH:8][cH:9][cH:10][c:11]13)[CH2:12][CH2:13][N:14]([C:21]([CH2:20][O:19][CH3:18])=[O:22])[CH2:15][CH2:16]2. Starting materials: ClCC=Cc1ccccc1, CNCCO, CCO, O. The product is CN(CC=Cc1ccccc1)CCO. RXN SMILES: [CH2:1]([CH:2]=[CH:3][c:4]1[cH:5][cH:6][cH:7][cH:8][cH:9]1)[Cl:10].[CH3:11][NH:12][CH2:13][CH2:14][OH:15].[CH3:17][CH2:18][OH:19].[OH2:16]>>[CH2:1]([CH:2]=[CH:3][c:4]1[cH:5][cH:6][cH:7][cH:8][cH:9]1)[N:12]([CH3:11])[CH2:13][CH2:14][OH:15]. Reported procedure: The coupling of (4S,6S)-4-(5-amino-2-fluorophenyl)-4-methyl-6-(trifluoromethyl)-5,6-dihydro-4H-1,3-oxazin-2-amine (XI-1) and 4-chloro-1-(difluoromethyl)-1H-pyrazole-3-carboxylic acid [D. Banner et al. WO2011069934 (2011)] following General Procedure F yielded the title compound as an off-white solid. MS: m/z=470.4 [M+H]+. As a reaction SMILES: [NH2:1][C:2]1[CH:3]=[CH:4][C:5]([F:20])=[C:6]([C@:8]2([CH3:19])[CH2:13][C@@H:12]([C:14]([F:17])([F:16])[F:15])[O:11][C:10]([NH2:18])=[N:9]2)[CH:7]=1.[Cl:21][C:22]1[C:23]([C:30](O)=[O:31])=[N:24][N:25]([CH:27]([F:29])[F:28])[CH:26]=1>>[NH2:18][C:10]1[O:11][C@H:12]([C:14]([F:16])([F:17])[F:15])[CH2:13][C@:8]([C:6]2[CH:7]=[C:2]([NH:1][C:30]([C:23]3[C:22]([Cl:21])=[CH:26][N:25]([CH:27]([F:29])[F:28])[N:24]=3)=[O:31])[CH:3]=[CH:4][C:5]=2[F:20])([CH3:19])[N:9]=1. Product: NC=1O[C@@H](C[C@@](N1)(C)C=1C=C(C=CC1F)NC(=O)C1=NN(C=C1Cl)C(F)F)C(F)(F)F (N-(3-((4S,6S)-2-Amino-4-methyl-6-(trifluoromethyl)-5,6-dihydro-4H-1,3-oxazin-4-yl)-4-fluorophenyl)-4-chloro-1-(difluoromethyl)-1H-pyrazole-3-carboxamide). Starting materials: NC=1C=CC(=C(C1)[C@]1(N=C(O[C@@H](C1)C(F)(F)F)N)C)F ((4S,6S)-4-(5-amino-2-fluorophenyl)-4-methyl-6-(trifluoromethyl)-5,6-dihydro-4H-1,3-oxazin-2-amine), ClC=1C(=NN(C1)C(F)F)C(=O)O (4-chloro-1-(difluoromethyl)-1H-pyrazole-3-carboxylic acid). Reactants: C(CCCCCCC)OC1=CC=C(C=C1)C1CNCCO1 (2-(4-octyloxy-phenyl)-morpholine), C(C)(C)(C)OC(CC(C)Br)=O (3-bromobutyric acid tert-butyl ester), [I-].[Na+] (sodium iodide), C1CCC2=NCCCN2CC1 (DBU). Solvent: CC#N (CH3CN). Conditions: temperature 120 celsius. Yields the product C(C)(C)(C)OC(CC(C)N1CC(OCC1)C1=CC=C(C=C1)OCCCCCCCC)=O (3-[2-(4-octyloxy-phenyl)-morpholin-4-yl]-butyric acid tert-butyl ester). Isolated yield 31.4%. RXN SMILES: [CH2:1]([O:9][C:10]1[CH:15]=[CH:14][C:13]([CH:16]2[O:21][CH2:20][CH2:19][NH:18][CH2:17]2)=[CH:12][CH:11]=1)[CH2:2][CH2:3][CH2:4][CH2:5][CH2:6][CH2:7][CH3:8].[C:22]([O:26][C:27](=[O:32])[CH2:28][CH:29](Br)[CH3:30])([CH3:25])([CH3:24])[CH3:23].[I-].[Na+].C1CCN2C(=NCCC2)CC1>CC#N>[C:22]([O:26][C:27](=[O:32])[CH2:28][CH:29]([N:18]1[CH2:19][CH2:20][O:21][CH:16]([C:13]2[CH:12]=[CH:11][C:10]([O:9][CH2:1][CH2:2][CH2:3][CH2:4][CH2:5][CH2:6][CH2:7][CH3:8])=[CH:15][CH:14]=2)[CH2:17]1)[CH3:30])([CH3:25])([CH3:24])[CH3:23] |f:2.3|. Procedure: A mixture of 2-(4-octyloxy-phenyl)-morpholine (0.24 gram, 1.1 mmol), 3-bromobutyric acid tert-butyl ester (0.24 g; 1.1 mmol), sodium iodide (27.4 mg; 0.2 mmol), and DBU (0.4 mL; 2.7 mmol) in CH3CN (10 mL) was heated in a closed vessel at 120° C. After cooling to RT the reaction mixture was partitioned between 5% aqueous NaHCO3 solution and EtOAc. The layers were separated and the organic layer was dried (Na2SO4), filtered, and concentrated. The residue was purified by column chromatography (SiO2... Reactants: [H-].[Na+] (Sodium hydride), ice water, CN(C)C=O (DMF), C(#N)C1C2=C(OCC3=C1C=CC=C3)C=CC=C2 (11-cyano-6,11-dihydrodibenz[b,e]oxepin), Cl.CN(C(CCl)C)C (2-dimethylaminopropyl chloride hydrochloride). Reaction conditions: time 20 hour. Yields the product C(#N)C1(C2=C(OCC3=C1C=CC=C3)C=CC=C2)CCCN(C)C (11-cyano-11-[3-(dimethylamino)propyl]-6,11-dihydrodibenz[b,e]oxepin). Yield: 32.0%. As a reaction SMILES: [H-].[Na+].[C:3]([CH:5]1[C:11]2[CH:12]=[CH:13][CH:14]=[CH:15][C:10]=2[CH2:9][O:8][C:7]2[CH:16]=[CH:17][CH:18]=[CH:19][C:6]1=2)#[N:4].Cl.[CH3:21][N:22]([CH3:27])[CH:23](C)[CH2:24]Cl.[CH3:28]N(C=O)C>>[C:3]([C:5]1([CH2:28][CH2:24][CH2:23][N:22]([CH3:27])[CH3:21])[C:11]2[CH:12]=[CH:13][CH:14]=[CH:15][C:10]=2[CH2:9][O:8][C:7]2[CH:16]=[CH:17][CH:18]=[CH:19][C:6]1=2)#[N:4] |f:0.1,3.4|. Reported procedure: Sodium hydride (4.28 g; 0.18 mole) is added portionwise with cooling (5°-10° C.) under nitrogen to a solution of 11-cyano-6,11-dihydrodibenz[b,e]oxepin (16.0 g; 0.72 mole), of Example 1A, in dry DMF (320 ml) and stirred at ambient temperature for 11/2 hours. At this time, 2-dimethylaminopropyl chloride hydrochloride (15.92 g; 0.10 mole) is added portionwise while maintaining the temperature below 10° C. Upon completion of the addition, stirring is continued at 80° C. for 20 hours. The reaction m...